This data is from the Open Reaction Database (ORD), a public repository of structured organic reaction records. The task is: describe an organic reaction: reactants, conditions, products, and yield Starting materials: C(C)N1CCN(CC1)C=1N=C(C=C2C1SC=C2)Br (7-(1-ethylpiperazin-4-yl)-5-bromothieno[2,3-c]pyridine), Cl (hydrochloric acid), C(C)N1CCN(CC1)C=1N=C(C=C2C1SC=C2)C2=CC=C(C=C2)S(=O)(=O)CC (7-(4-ethylpiperazin-1-yl)-5-(4-ethanesulfonylphenyl)thieno[2,3-c]pyridine). Procedure details: The resulting compound and 7-(1-ethylpiperazin-4-yl)-5-bromothieno[2,3-c]pyridine (0.18 g) were reacted in the same manner as in Example 300-4, to give a reaction solution containing 7-(4-ethylpiperazin-1-yl)-5-(4-ethanesulfonylphenyl)thieno[2,3-c]pyridine. To the resulting reaction solution were added ethyl acetate and 2N hydrochloric acid, and the resulting insoluble matters were filtered off. The aqueous layer was separated, while the organic layer was extracted with 2N hydrochloric acid. The... As a reaction SMILES: C(N1CCN(C2N=C(Br)C=C3C=CSC=23)CC1)C.[CH2:19]([N:21]1[CH2:26][CH2:25][N:24]([C:27]2[N:28]=[C:29]([C:36]3[CH:41]=[CH:40][C:39]([S:42]([CH2:45][CH3:46])(=[O:44])=[O:43])=[CH:38][CH:37]=3)[CH:30]=[C:31]3[CH:35]=[CH:34][S:33][C:32]=23)[CH2:23][CH2:22]1)[CH3:20].[ClH:47]>C(OCC)(=O)C>[ClH:47].[ClH:47].[CH2:19]([N:21]1[CH2:26][CH2:25][N:24]([C:27]2[N:28]=[C:29]([C:36]3[CH:37]=[CH:38][C:39]([S:42]([CH2:45][CH3:46])(=[O:44])=[O:43])=[CH:40][CH:41]=3)[CH:30]=[C:31]3[CH:35]=[CH:34][S:33][C:32]=23)[CH2:23][CH2:22]1)[CH3:20] |f:4.5.6|. The product is Cl.Cl.C(C)N1CCN(CC1)C=1N=C(C=C2C1SC=C2)C2=CC=C(C=C2)S(=O)(=O)CC (7-(4-ethylpiperazin-1-yl)-5-[4-ethanesulfonylphenyl]thieno[2,3-c]pyridine dihydrochloride). Run in C(C)(=O)OCC (ethyl acetate). Starting materials: COC(=O)C1(CC2=CC=CC=C2C1)NC(C1=CC(=C(C=C1)OC)O)=O (2-(3-Hydroxy-4-methoxy-benzoylamino)-indane-2-carboxylic acid methyl ester), C1(=CC=CC=C1)P(C1=CC=CC=C1)C1=CC=CC=C1 (triphenylphosphine), CSC=1C=C(C=CC1)CCO (2-(3-Methylsulfanyl-phenyl)-ethanol), CC(C)OC(=O)/N=N/C(=O)OC(C)C (DIAD). Run in C1CCOC1 (THF). Run at time 2 hour. The product is COC(=O)C1(CC2=CC=CC=C2C1)NC(C1=CC(=C(C=C1)OC)OCCC1=CC(=CC=C1)SC)=O (2-{4-Methoxy-3-[2-(3-methylsulfanyl-phenyl)-ethoxy]-benzoylamino}-indane-2-carboxylic acid methyl ester). The yield is 39.8%. As a reaction SMILES: [CH3:1][O:2][C:3]([C:5]1([NH:14][C:15](=[O:25])[C:16]2[CH:21]=[CH:20][C:19]([O:22][CH3:23])=[C:18]([OH:24])[CH:17]=2)[CH2:13][C:12]2[C:7](=[CH:8][CH:9]=[CH:10][CH:11]=2)[CH2:6]1)=[O:4].C1(P(C2C=CC=CC=2)C2C=CC=CC=2)C=CC=CC=1.[CH3:45][S:46][C:47]1[CH:48]=[C:49]([CH2:53][CH2:54]O)[CH:50]=[CH:51][CH:52]=1.CC(OC(/N=N/C(OC(C)C)=O)=O)C>C1COCC1>[CH3:1][O:2][C:3]([C:5]1([NH:14][C:15](=[O:25])[C:16]2[CH:21]=[CH:20][C:19]([O:22][CH3:23])=[C:18]([O:24][CH2:54][CH2:53][C:49]3[CH:50]=[CH:51][CH:52]=[C:47]([S:46][CH3:45])[CH:48]=3)[CH:17]=2)[CH2:6][C:7]2[C:12](=[CH:11][CH:10]=[CH:9][CH:8]=2)[CH2:13]1)=[O:4]. Reported procedure: The compound of step 2 (0.380 g, 1.11 mmol) and triphenylphosphine (0.461 g, 1.67 mmol) were dissolved in THF. 2-(3-Methylsulfanyl-phenyl)-ethanol (0.281 g, 1.67 mmol) and DIAD (0.359 g, 1.67 mmol) were added and the reaction mixture was stirred at room temperature for 2 h. The volatiles were evaporated in vacuo and the residue was purified by preparative RP HPLC (water/ACN gradient) to give 0.217 g of the title compound. The reactants are NN (hydrazine), O.NN (hydrazine hydrate), C(C)(C)(C)OC(C=C1OC(C(=C1)CC)=O)=O ((4-ethyl-5-oxo-5H-furan-2-ylidene)-acetic acid tert-butyl ester). Run in O (H2O), CN1CCCC1=O (NMP). Run at temperature 127.5 celsius. Product: C(C)(C)(C)OC(CC1=NNC(C(=C1)C)=O)=O ((5-methyl-6-oxo-1,6-dihydro-pyridazin-3-yl)-acetic acid tert-butyl ester). Reaction SMILES: [C:1]([O:5][C:6](=[O:16])[CH:7]=[C:8]1[CH:12]=[C:11]([CH2:13]C)[C:10](=O)[O:9]1)([CH3:4])([CH3:3])[CH3:2].[NH2:17][NH2:18].O.NN>CN1C(=O)CCC1.O>[C:1]([O:5][C:6](=[O:16])[CH2:7][C:8]1[CH:12]=[C:11]([CH3:13])[C:10](=[O:9])[NH:18][N:17]=1)([CH3:4])([CH3:3])[CH3:2] |f:2.3|. Procedure details: To a solution of lactone 18 (2.68 Kg; 12.77 mol) in 7.5 L of NMP cooled to below 0° C. was added 420 mL of anhydrous hydrazine (equivalent quantities of hydrazine hydrate also can be used) while maintaining the internal temperature at less than 20° C. After the addition was completed the reaction mixture was heated to 110-145° C. for one to five h. The reaction mixture was cooled and diluted with H2O (11 L) which resulted in the formation of crystalline pyridazinone 10 which was filtered and was... The reactants are [C-]#N, CCCC[N+](CCCC)(CCCC)CCCC, ClCCl, ClCc1cc(Cl)cc(Cl)c1, [K+], O, O=S(=O)([O-])O. Product: N#CCc1cc(Cl)cc(Cl)c1. Reaction SMILES: [C-:11]#[N:12].[CH2:22]([N+:23]([CH2:24][CH2:25][CH2:26][CH3:27])([CH2:28][CH2:29][CH2:30][CH3:31])[CH2:32][CH2:33][CH2:34][CH3:35])[CH2:36][CH2:37][CH3:38].[Cl:14][CH2:15][Cl:16].[Cl:1][c:2]1[cH:3][c:4]([CH2:5][Cl:6])[cH:7][c:8]([Cl:10])[cH:9]1.[K+:13].[OH2:39].[S:17]([O-:18])([OH:19])(=[O:20])=[O:21]>>[Cl:1][c:2]1[cH:3][c:4]([CH2:5][C:11]#[N:12])[cH:7][c:8]([Cl:10])[cH:9]1.